Dataset: the Open Reaction Database (ORD), a public repository of structured organic reaction records. Task: describe an organic reaction: reactants, conditions, products, and yield The reactants are CCO, O=[N+]([O-])c1ccc(Oc2ccc(OC(F)(F)F)cc2)cc1. The product is Nc1ccc(Oc2ccc(OC(F)(F)F)cc2)cc1. As a reaction SMILES: [CH3:22][CH2:23][OH:24].[N+:1]([O-:2])(=[O:3])[c:4]1[cH:5][cH:6][c:7]([O:10][c:11]2[cH:12][cH:13][c:14]([O:17][C:18]([F:19])([F:20])[F:21])[cH:15][cH:16]2)[cH:8][cH:9]1>>[NH2:1][c:4]1[cH:5][cH:6][c:7]([O:10][c:11]2[cH:12][cH:13][c:14]([O:17][C:18]([F:19])([F:20])[F:21])[cH:15][cH:16]2)[cH:8][cH:9]1. Reactants: CC(C)CN, Cc1ccccc1, O=[N+]([O-])c1cnc2ccccc2c1Cl, OCCN(CCO)CCO. Yields the product CC(C)Cc1c([N+](=O)[O-])cnc2ccccc12. RXN SMILES: [CH2:15]([CH:16]([CH3:17])[CH3:18])[NH2:19].[CH3:30][c:31]1[cH:32][cH:33][cH:34][cH:35][cH:36]1.[Cl:1][c:2]1[c:3]([N+:12](=[O:13])[O-:14])[cH:4][n:5][c:6]2[cH:7][cH:8][cH:9][cH:10][c:11]12.[OH:20][CH2:21][CH2:22][N:23]([CH2:24][CH2:25][OH:26])[CH2:27][CH2:28][OH:29]>>[c:2]1([CH2:15][CH:16]([CH3:17])[CH3:18])[c:3]([N+:12](=[O:13])[O-:14])[cH:4][n:5][c:6]2[cH:7][cH:8][cH:9][cH:10][c:11]12. Starting materials: CC(C)(C)OC(=O)N1CCC(C#N)(c2ccncc2)CC1, Cl, C1COCCO1. Yields the product Cl, N#CC1(c2ccncc2)CCNCC1. As a reaction SMILES: [C:1]([O:2][C:3](=[O:4])[N:8]1[CH2:9][CH2:10][C:11]([c:14]2[cH:15][cH:16][n:17][cH:18][cH:19]2)([C:20]#[N:21])[CH2:12][CH2:13]1)([CH3:5])([CH3:6])[CH3:7].[ClH:22].[O:23]1[CH2:24][CH2:25][O:26][CH2:27][CH2:28]1>>[ClH:22].[NH:8]1[CH2:9][CH2:10][C:11]([c:14]2[cH:15][cH:16][n:17][cH:18][cH:19]2)([C:20]#[N:21])[CH2:12][CH2:13]1. Starting materials: O=C([O-])[O-], CN(C)C=O, CC(C)I, [K+], [K+], O, O=[N+]([O-])c1cccc(O)c1. Product: CC(C)Oc1cccc([N+](=O)[O-])c1. Reaction SMILES: [C:15](=[O:16])([O-:17])[O-:18].[CH3:22][N:23]([CH3:24])[CH:25]=[O:26].[I:11][CH:12]([CH3:13])[CH3:14].[K+:19].[K+:20].[OH2:21].[OH:1][c:2]1[cH:3][cH:4][cH:5][c:6]([N+:8]([O-:9])=[O:10])[cH:7]1>>[O:1]([c:2]1[cH:3][cH:4][cH:5][c:6]([N+:8]([O-:9])=[O:10])[cH:7]1)[CH:12]([CH3:13])[CH3:14]. The reactants are IC1=C(C=CC=C1)O (2-iodo phenol), COCCBr (2-bromoethyl methyl ether), C(=O)([O-])[O-].[Cs+].[Cs+] (Cs2CO3). The solvent is O (water), CN(C)C=O (DMF). Conditions: temperature 50 celsius, time 6 hour. Product: IC1=C(C=CC=C1)OCCOC (1-iodo-2-(2-methoxyethoxy)benzene). Reaction SMILES: [I:1][C:2]1[CH:7]=[CH:6][CH:5]=[CH:4][C:3]=1[OH:8].[CH3:9][O:10][CH2:11][CH2:12]Br.C([O-])([O-])=O.[Cs+].[Cs+]>CN(C=O)C.O>[I:1][C:2]1[CH:7]=[CH:6][CH:5]=[CH:4][C:3]=1[O:8][CH2:12][CH2:11][O:10][CH3:9] |f:2.3.4|. Reported procedure: To a solution of commercially available 2-iodo phenol (1 eq.) and 2-bromoethyl methyl ether (1.1 eq) in DMF (0.21M) at 0° C. was added Cs2CO3 (1.5 eq). The mixture was stirred at 50° C. for 6 h, cooled to room temperature, poured in water and extracted with Et2O. The organic extract was washed with water, brine, dried over MgSO4 filtered and concentrated. Purification by column chromatography on silica gel, eluting with Hex/EtOAc 10%, afforded the desired compound as a colorless oil. Reactants: Cc1ccccc1C(N)=O, ClCCl, O=C(Cl)c1cccc(C(F)(F)F)c1, Cc1ccc(N)cc1C(=O)Nc1cnc(N)nc1, Cc1c(N)cccc1C(=O)Nc1cnc(N)nc1, c1ccncc1. Product: Cc1c(NC(=O)c2cccc(C(F)(F)F)c2)cccc1C(=O)Nc1cnc(N)nc1. As a reaction SMILES: [CH3:37][c:38]1[cH:39][cH:40][cH:41][cH:42][c:43]1[C:44]([NH2:45])=[O:46].[Cl:66][CH2:67][Cl:68].[F:53][C:54]([c:55]1[cH:56][c:57]([C:58](=[O:59])[Cl:60])[cH:61][cH:62][cH:63]1)([F:64])[F:65].[NH2:19][c:20]1[cH:21][cH:22][c:23]([CH3:24])[c:25]([C:27]([NH:28][c:29]2[cH:30][n:31][c:32]([NH2:33])[n:34][cH:35]2)=[O:36])[cH:26]1.[NH2:1][c:2]1[c:3]([CH3:18])[c:4]([C:5](=[O:6])[NH:7][c:8]2[cH:9][n:10][c:11]([NH2:14])[n:12][cH:13]2)[cH:15][cH:16][cH:17]1.[cH:47]1[cH:48][cH:49][n:50][cH:51][cH:52]1>>[NH:1]([c:2]1[c:3]([CH3:18])[c:4]([C:5](=[O:6])[NH:7][c:8]2[cH:9][n:10][c:11]([NH2:14])[n:12][cH:13]2)[cH:15][cH:16][cH:17]1)[C:58]([c:57]1[cH:56][c:55]([C:54]([F:53])([F:64])[F:65])[cH:63][cH:62][cH:61]1)=[O:59]. Reactants: CC(C)(C)C(Br)C(=O)[O-], CCOCC, C[Si](C)(C)[N-][Si](C)(C)C, ClCCl, OC1CCC(Nc2ccc(SC(F)(F)F)cc2)CC1, [Li+], C1CCOC1, O=C(O)C(F)(F)F. The product is O=C(O)COC1CCC(Nc2ccc(SC(F)(F)F)cc2)CC1. RXN SMILES: [C:30]([CH3:32])([CH3:33])([CH:34]([Br:31])[C:35](=[O:36])[O-:37])[CH3:38].[CH2:51]([O:52][CH2:53][CH3:54])[CH3:55].[CH3:20][Si:21]([N-:22][Si:23]([CH3:24])([CH3:25])[CH3:26])([CH3:27])[CH3:28].[Cl:56][CH2:57][Cl:58].[F:1][C:2]([F:3])([F:4])[S:5][c:6]1[cH:7][cH:8][c:9]([NH:12][CH:13]2[CH2:14][CH2:15][CH:16]([OH:19])[CH2:17][CH2:18]2)[cH:10][cH:11]1.[Li+:29].[O:46]1[CH2:47][CH2:48][CH2:49][CH2:50]1.[OH:39][C:40]([C:41]([F:42])([F:43])[F:44])=[O:45]>>[F:1][C:2]([F:3])([F:4])[S:5][c:6]1[cH:7][cH:8][c:9]([NH:12][CH:13]2[CH2:14][CH2:15][CH:16]([O:19][CH2:34][C:35](=[O:36])[OH:37])[CH2:17][CH2:18]2)[cH:10][cH:11]1.